Dataset: the Open Reaction Database (ORD), a public repository of structured organic reaction records. Task: describe an organic reaction: reactants, conditions, products, and yield The reactants are COC(=O)c1c(F)ccc2c1CC(C)(C)C(c1cccc(N3CCOCC3)c1)N2, CO, Cl, [Na+], C1CCOC1, [OH-], O. The product is CC1(C)Cc2c(ccc(F)c2C(=O)O)NC1c1cccc(N2CCOCC2)c1. As a reaction SMILES: [CH3:1][O:2][C:3](=[O:4])[c:5]1[c:6]2[c:11]([cH:12][cH:13][c:14]1[F:15])[NH:10][CH:9]([c:16]1[cH:17][c:18]([N:22]3[CH2:23][CH2:24][O:25][CH2:26][CH2:27]3)[cH:19][cH:20][cH:21]1)[C:8]([CH3:28])([CH3:29])[CH2:7]2.[CH3:33][OH:34].[ClH:32].[Na+:31].[O:35]1[CH2:36][CH2:37][CH2:38][CH2:39]1.[OH-:30].[OH2:40]>>[O:2]=[C:3]([OH:4])[c:5]1[c:6]2[c:11]([cH:12][cH:13][c:14]1[F:15])[NH:10][CH:9]([c:16]1[cH:17][c:18]([N:22]3[CH2:23][CH2:24][O:25][CH2:26][CH2:27]3)[cH:19][cH:20][cH:21]1)[C:8]([CH3:28])([CH3:29])[CH2:7]2. The reactants are FC(C(=O)O)(F)F (Trifluoroacetic acid), C(C1=CC=CC=C1)ON(C(OC(C)(C)C)=O)CC(C)C (tert-butyl N-benzyloxy-N-(2-methylpropyl)carbamate). Solvent: C(Cl)Cl (methylene chloride). Product: C(C1=CC=CC=C1)ONCC(C)C (N-benzyloxy-N-(2-methylpropyl)amine). Isolated yield 101.2%. Reaction SMILES: FC(F)(F)C(O)=O.[CH2:8]([O:15][N:16]([CH2:24][CH:25]([CH3:27])[CH3:26])C(=O)OC(C)(C)C)[C:9]1[CH:14]=[CH:13][CH:12]=[CH:11][CH:10]=1>C(Cl)Cl>[CH2:8]([O:15][NH:16][CH2:24][CH:25]([CH3:27])[CH3:26])[C:9]1[CH:14]=[CH:13][CH:12]=[CH:11][CH:10]=1. Reported procedure: Trifluoroacetic acid (21 mL, 270 mmol) was added in a single portion to a solution of tert-butyl N-benzyloxy-N-(2-methylpropyl)carbamate (7.6 g, 27 mmol) in methylene chloride (21 mL). A spontaneous reflux occurred. The reaction mixture was stirred without external heating for 20 minutes and then concentrated under vacuum at 45° C. Saturated aqueous sodium bicarbonate was added to the residue followed by a quantity of solid sodium bicarbonate sufficient to bring the pH of the reaction mixture up... The reactants are [Br-], O=C(O)c1cc(Cl)ccc1Cl, Oc1cccc(C(F)(F)F)c1, [H-], [Na+], Cc1ccccc1C. Product: O=C(O)c1cc(Cl)ccc1Oc1cccc(C(F)(F)F)c1. Reaction SMILES: [Br-:25].[Cl:1][c:2]1[c:3]([C:4](=[O:5])[OH:6])[cH:7][c:8]([Cl:11])[cH:9][cH:10]1.[F:12][C:13]([c:14]1[cH:15][c:16]([OH:20])[cH:17][cH:18][cH:19]1)([F:21])[F:22].[H-:23].[Na+:24].[c:26]1([CH3:27])[c:28]([CH3:29])[cH:30][cH:31][cH:32][cH:33]1>>[c:2]1([O:20][c:16]2[cH:15][c:14]([C:13]([F:12])([F:21])[F:22])[cH:19][cH:18][cH:17]2)[c:3]([C:4](=[O:5])[OH:6])[cH:7][c:8]([Cl:11])[cH:9][cH:10]1. Starting materials: C(Cl)(Cl)Cl.CO (CHCl3 CH3OH), C(C)N(CCNC1=CC=CC=2SC3=CC=C(C=C3C(C12)=O)OC)CC (1-[[2-(Diethylamino)ethyl]amino]-7-methoxy-9H-thioxanthen-9-one), C(C)(=O)O (acetic acid), [OH-].[Na+] (NaOH). Run in C=O (formalin), C(Cl)(Cl)Cl (CHCl3). Yields the product C(C)N(CCNC1=CC=C(C=2SC3=CC=C(C=C3C(C12)=O)OC)CO)CC (1-[[2-(Diethylamino)ethyl]amino]-4-(hydroxymethyl)-7-methoxy-9H-thioxanthen-9-one). Isolated yield 44.5%. RXN SMILES: [CH2:1]([N:3]([CH2:24][CH3:25])[CH2:4][CH2:5][NH:6][C:7]1[C:20]2[C:19](=[O:21])[C:18]3[C:13](=[CH:14][CH:15]=[C:16]([O:22][CH3:23])[CH:17]=3)[S:12][C:11]=2[CH:10]=[CH:9][CH:8]=1)[CH3:2].[C:26](O)(=[O:28])C.[OH-].[Na+].C(Cl)(Cl)Cl.CO>C=O.C(Cl)(Cl)Cl>[CH2:24]([N:3]([CH2:1][CH3:2])[CH2:4][CH2:5][NH:6][C:7]1[C:20]2[C:19](=[O:21])[C:18]3[C:13](=[CH:14][CH:15]=[C:16]([O:22][CH3:23])[CH:17]=3)[S:12][C:11]=2[C:10]([CH2:26][OH:28])=[CH:9][CH:8]=1)[CH3:25] |f:2.3,4.5|. Reported procedure: A solution of 2.70 g (7.5 mmol) of 1-[[2-(Diethylamino)ethyl]amino]-7-methoxy-9H-thioxanthen-9-one in 135 ml of 37% formalin containing 2.7 ml of N acetic acid was heated on the steam bath for 4 hr, cooled and made alkaline with 10N NaOH solution. The suspension was taken up in CHCl3. The extract was evaporated to dryness and covered with CHCl3. The extract was evaporated to dryness and covered with C2H5OH. The "dimer" separated: yield 400 mg. It was recrystallized from 2-methoxy-ethanol. The fi...